Dataset: the Open Reaction Database (ORD), a public repository of structured organic reaction records. Task: describe an organic reaction: reactants, conditions, products, and yield Run in C1CCOC1 (THF). Isolated yield 44.0%. RXN SMILES: [CH3:1][C:2]1([CH3:16])[S:6][C:5]2[CH:7]=[C:8]3[S:12][C:11]([CH3:14])([CH3:13])[S:10][C:9]3=[CH:15][C:4]=2[S:3]1.[CH2:17]([Li])[CH2:18][CH2:19][CH3:20].C[O:23][C:24]([C:26]1[C:36]2[O:37][C:38]([CH3:41])([CH3:40])[O:39][C:35]=2[CH:34]=[C:28]2[O:29][C:30]([CH3:33])([CH3:32])[O:31][C:27]=12)=O>C1COCC1>[CH3:13][C:11]1([CH3:14])[S:10][C:9]2[C:15]([C:24]([C:17]3[C:5]4[S:6][C:2]([CH3:16])([CH3:1])[S:3][C:4]=4[CH:20]=[C:19]4[S:12][C:11]([CH3:13])([CH3:14])[S:10][C:18]=34)([C:26]3[C:27]4[O:31][C:30]([CH3:32])([CH3:33])[O:29][C:28]=4[CH:34]=[C:35]4[O:39][C:38]([CH3:40])([CH3:41])[O:37][C:36]=34)[OH:23])=[C:4]3[S:3][C:2]([CH3:16])([CH3:1])[S:6][C:5]3=[CH:7][C:8]=2[S:12]1. Reported procedure: 2,2,6,6-Tetramethylbenzo[1,2-d:4,5-d']bis(1,3)dithiole (2.86 g, 10 mmol; prepared according to WO-91/12024) was dissolved in anhydrous THF (75 mL) and cooled to -70° C. n-Butyllithium (4.4 mL, 2.5M in hexane) was added. The reaction mixture was allowed to reach ambient temperature. 4-Methoxycarbonyl-2,2,6,6-tetramethylbenzo-[1,2-d:4,5-d')-bis-(1,3)-dioxole (1.4 g, 5 mmol) was added as a solid. After 1 hour, the mixture was quenched with saturated aqueous NaH2PO4. The aqueous phase was discarded ... Reaction conditions: time 1 hour. Reactants: CC1(SC2=C(S1)C=C1C(SC(S1)(C)C)=C2)C (2,2,6,6-Tetramethylbenzo[1,2-d:4,5-d']bis(1,3)dithiole), C(CCC)[Li] (n-Butyllithium), COC(=O)C1=C2C(OC(O2)(C)C)=CC2=C1OC(O2)(C)C (4-Methoxycarbonyl-2,2,6,6-tetramethylbenzo-[1,2-d:4,5-d')-bis-(1,3)-dioxole). Yields the product CC1(SC2=C(S1)C(=C1C(SC(S1)(C)C)=C2)C(O)(C2=C1C(OC(O1)(C)C)=CC1=C2OC(O1)(C)C)C1=C2C(SC(S2)(C)C)=CC2=C1SC(S2)(C)C)C (Bis-(2,2,6,6-tetramethylbenzo[1,2-d:4,5-d']-bis(1,3)-dithiole-4-yl)-mono-(2,2,6,6-tetramethylbenzo[1,2-d:4,5-d']-bis(1,3)dioxole-4-yl)methanol). Reactants: C(C)(C)(C)NS(=O)(=O)C1=C(C=CC=C1)C1=CC(=C(C=C1)NC(=O)CC=1N=C(SC1)NC(C1=CC=C(C=C1)Cl)=O)F (N-{4-[(2′-tert-butylsulfamoyl-3-fluoro-biphenyl-4-ylcarbamoyl)-methyl]-thiazol-2-yl}-4-chloro-benzamide), Cl (HCl). The solvent is C(Cl)(Cl)Cl.CO (CHCl3 MeOH). Product: ClC1=CC=C(C(=O)NC=2SC=C(N2)CC(NC2=C(C=C(C=C2)C2=C(C=CC=C2)S(N)(=O)=O)F)=O)C=C1 (4-chloro-N-{4-[(3-fluoro-2′-sulfamoyl-biphenyl-4-ylcarbamoyl)-methyl]-thiazol-2-yl}-benzamide). The yield is 75.8%. Reaction SMILES: C([NH:5][S:6]([C:9]1[CH:14]=[CH:13][CH:12]=[CH:11][C:10]=1[C:15]1[CH:20]=[CH:19][C:18]([NH:21][C:22]([CH2:24][C:25]2[N:26]=[C:27]([NH:30][C:31](=[O:39])[C:32]3[CH:37]=[CH:36][C:35]([Cl:38])=[CH:34][CH:33]=3)[S:28][CH:29]=2)=[O:23])=[C:17]([F:40])[CH:16]=1)(=[O:8])=[O:7])(C)(C)C.Cl>C(Cl)(Cl)Cl.CO>[Cl:38][C:35]1[CH:34]=[CH:33][C:32]([C:31]([NH:30][C:27]2[S:28][CH:29]=[C:25]([CH2:24][C:22](=[O:23])[NH:21][C:18]3[CH:19]=[CH:20][C:15]([C:10]4[CH:11]=[CH:12][CH:13]=[CH:14][C:9]=4[S:6](=[O:7])(=[O:8])[NH2:5])=[CH:16][C:17]=3[F:40])[N:26]=2)=[O:39])=[CH:37][CH:36]=1 |f:2.3|. Procedure details: A solution of 163 mg N-{4-[(2′-tert-butylsulfamoyl-3-fluoro-biphenyl-4-ylcarbamoyl)-methyl]-thiazol-2-yl}-4-chloro-benzamide in 8 ml CHCl3/MeOH 3:1 was cooled to −10° C. A stream of HCl gas was passed over the stirred solution for 10 min. The reaction mixture was kept at 4° C. over night, then concentrated. The crude product was purified by chromatography on silica using a gradient from CH2Cl2 to CH2Cl2/MeOH 9:1 in 20 minutes to give 112 mg 4-chloro-N-{4-[(3-fluoro-2′-sulfamoyl-biphenyl-4-ylcarb...